From a dataset of the Open Reaction Database (ORD), a public repository of structured organic reaction records. describe an organic reaction: reactants, conditions, products, and yield The reactants are solution, C[Al](C)C (trimethyl aluminum), O (water), CuBr, C(/C1=CC=CC=C1)=C\C(C)=O (trans-benzylideneacetone). Solvent: C1(=CC=CC=C1)C (toluene), O1CCOCC1 (dioxane), O1CCOCC1 (dioxane). Reaction conditions: temperature 22 celsius, time 10 minute. The product is C1(=CC=CC=C1)C(CC(C)=O)C (4-phenyl-pentan-2-one). Yield: 75.0%. Reaction SMILES: [CH:1](=[CH:8]/[C:9](=[O:11])[CH3:10])\[C:2]1[CH:7]=[CH:6][CH:5]=[CH:4][CH:3]=1.[CH3:12][Al](C)C.O>O1CCOCC1.C1(C)C=CC=CC=1>[C:2]1([CH:1]([CH3:12])[CH2:8][C:9](=[O:11])[CH3:10])[CH:7]=[CH:6][CH:5]=[CH:4][CH:3]=1. Procedure details: 143 mg of CuBr is added to 1.46 g (10 mmol) of cis/trans-benzylideneacetone (3-phenyl-but-3-en-2-one) in 20 ml of absolute dioxane. 9.4 ml (11 mmol) of a 10% solution of trimethyl aluminum in toluene is added to the reaction at room temperature under nitrogen atmosphere and, after completion of the addition, stirred for 10 minutes at 22° C. For hydrolysis of the reaction solution, 1 ml of water dissolved in 5 ml of dioxane is carefully added to the reaction. It is stirred for 10 minutes more and... The reactants are ClC=1C=CC(=C(C1)NC1=C(C=NC=2N1N=CC2S(=O)(=O)N)C(=O)N2CCC(CC2)C2=CC=C(C=C2)F)F (7-(5-chloro-2-fluorophenylamino)-6-[4-(4-fluorophenyl)piperidine-1-carbonyl]pyrazolo[1,5-a]pyrimidine-3-sulfonamide), C(C)(=O)O (acetic acid). The product is ClC=1C=CC(=C(C1)NC1=C(C=NC=2N1N=CC2S(=O)(=O)NC(C)=O)C(=O)N2CCC(CC2)C2=CC=C(C=C2)F)F (N-{7-(5-chloro-2-fluorophenylamino)-6-[4-(4-fluorophenyl)piperidine-1-carbonyl]pyrazolo[1,5-a]pyrimidin-3-ylsulfonyl}acetamide). Isolated yield 87.7%. As a reaction SMILES: [Cl:1][C:2]1[CH:3]=[CH:4][C:5]([F:37])=[C:6]([NH:8][C:9]2[N:14]3[N:15]=[CH:16][C:17]([S:18]([NH2:21])(=[O:20])=[O:19])=[C:13]3[N:12]=[CH:11][C:10]=2[C:22]([N:24]2[CH2:29][CH2:28][CH:27]([C:30]3[CH:35]=[CH:34][C:33]([F:36])=[CH:32][CH:31]=3)[CH2:26][CH2:25]2)=[O:23])[CH:7]=1.[C:38](O)(=[O:40])[CH3:39]>>[Cl:1][C:2]1[CH:3]=[CH:4][C:5]([F:37])=[C:6]([NH:8][C:9]2[N:14]3[N:15]=[CH:16][C:17]([S:18]([NH:21][C:38](=[O:40])[CH3:39])(=[O:19])=[O:20])=[C:13]3[N:12]=[CH:11][C:10]=2[C:22]([N:24]2[CH2:25][CH2:26][CH:27]([C:30]3[CH:31]=[CH:32][C:33]([F:36])=[CH:34][CH:35]=3)[CH2:28][CH2:29]2)=[O:23])[CH:7]=1. Procedure: Using 7-(5-chloro-2-fluorophenylamino)-6-[4-(4-fluorophenyl)piperidine-1-carbonyl]pyrazolo[1,5-a]pyrimidine-3-sulfonamide (0.050 g, 0.091 mmol) obtained in step 5 and acetic acid (0.026 mL, 0.457 mmol) instead of cyclopropanecarboxylic acid, and in the same manner as in Example 1 step 6, the title compound (0.047 g, 87%) was obtained. Starting materials: FC1=C(C=C(C=C1)C(F)(F)F)[N+](=O)[O-] (4-fluoro-3-nitrobenzotrifluoride), C(=O)N[C@@H]1CC[C@H](CC1)N (trans-4-formamidocyclohexylamine), O (water). Run in N1=CC=CC=C1 (pyridine). Conditions: temperature 100 celsius, time 5 hour. Product: C(=O)N[C@@H]1CC[C@H](CC1)NC1=C(C=C(C=C1)C(F)(F)F)[N+](=O)[O-] (4-[(trans-4-formamidocyclohexyl)amino]-3-nitrobenzotrifluoride). The yield is 87.0%. RXN SMILES: F[C:2]1[CH:7]=[CH:6][C:5]([C:8]([F:11])([F:10])[F:9])=[CH:4][C:3]=1[N+:12]([O-:14])=[O:13].[CH:15]([NH:17][C@H:18]1[CH2:23][CH2:22][C@H:21]([NH2:24])[CH2:20][CH2:19]1)=[O:16].O>N1C=CC=CC=1>[CH:15]([NH:17][C@H:18]1[CH2:23][CH2:22][C@H:21]([NH:24][C:2]2[CH:7]=[CH:6][C:5]([C:8]([F:11])([F:10])[F:9])=[CH:4][C:3]=2[N+:12]([O-:14])=[O:13])[CH2:20][CH2:19]1)=[O:16]. Procedure details: To a solution of 4-fluoro-3-nitrobenzotrifluoride (900 mg) in pyridine (9 mL) was added trans-4-formamidocyclohexylamine (734 mg). The mixture was stirred at 100° C. under nitrogen atmosphere for 5 hours. After cooling to room temperature, water was added to the mixture. The resulting precipitate was collected by filtration and washed with water to give 4-[(trans-4-formamidocyclohexyl)amino]-3-nitrobenzotrifluoride (1.24 g) as a yellow solid. Starting materials: C[Si](C)(C)[N-][Si](C)(C)C.[Na+] (sodium bis-trimethylsilylamide), ClC1=CC=C(C=C1)CC(=O)O (4-chlorophenylacetic acid), ClC1=C(C(=O)OC)C=CC(=C1)Cl (methyl 2,4-dichlorobenzoate). Solvent: C1CCOC1 (THF). Conditions: temperature -60 celsius, time 90 minute. Product: ClC1=CC=C(C=C1)CC(=O)C1=C(C=C(C=C1)Cl)Cl (2-(4-Chlorophenyl)-1-(2,4-dichlorophenyl)ethanone). Reaction SMILES: C[Si]([N-][Si](C)(C)C)(C)C.[Na+].[Cl:11][C:12]1[CH:17]=[CH:16][C:15]([CH2:18][C:19]([OH:21])=O)=[CH:14][CH:13]=1.[Cl:22][C:23]1[CH:32]=[C:31]([Cl:33])[CH:30]=[CH:29][C:24]=1C(OC)=O>C1COCC1>[Cl:11][C:12]1[CH:13]=[CH:14][C:15]([CH2:18][C:19]([C:30]2[CH:29]=[CH:24][C:23]([Cl:22])=[CH:32][C:31]=2[Cl:33])=[O:21])=[CH:16][CH:17]=1 |f:0.1|. Reported procedure: A 5 L round bottom flask equipped with an addition funnel, N2 inlet, thermometer and a mechanical stirrer was charged with 387 mL of 1M sodium bis-trimethylsilylamide in TBF and cooled to −60° C. A solution of 230 g (1.35 mol) of 4-chlorophenylacetic acid in 300 mL of THF was added keeping the temperature below −40° C. After stirring the mixture for 90 min at −70° C., 264 g (1.29 mol) of methyl 2,4-dichlorobenzoate was added over 20 min. The solution was stirred for 40 min at −70° C., the coolin... The yield is 17.0%. Reported procedure: By replacing 5-(4-bromophenyl)-7,8-dimethoxy-1,3-dihydro-2H-1,4-benzodiazepin-2-one (XXIIaf) in example IIba by 5-(3-bromophenyl)-7,8-dimethoxy-1,3-dihydro-2H-1,4-benzodiazepin-2-one (XXIIak), and MeI by ethyl iodide, and proceeding in the same manner, the abovenamed product is obtained. Yield: 17%. M: 122–126° C. 1H-NMR (CDCl3, 300 MHz): d 1.14 (s, 3H, CH3), 3.79–3.85 (m, 4H, 1H CH2+OCH3), 3.99 (AB system, ? d=0.62, JAB=13.9, 2H, —NCH2), 4.04 (s, 3H, OCH3), 4.78 (m, 1H, CH2), 6.65 (s, 1H Ar), 6... RXN SMILES: [Br:1][C:2]1[CH:3]=[C:4]([C:8]2[C:14]3[CH:15]=[C:16]([O:21][CH3:22])[C:17]([O:19][CH3:20])=[CH:18][C:13]=3[NH:12][C:11](=[O:23])[CH2:10][N:9]=2)[CH:5]=[CH:6][CH:7]=1.CI.[CH2:26](I)[CH3:27]>>[Br:1][C:2]1[CH:3]=[C:4]([C:8]2[C:14]3[CH:15]=[C:16]([O:21][CH3:22])[C:17]([O:19][CH3:20])=[CH:18][C:13]=3[N:12]([CH2:26][CH3:27])[C:11](=[O:23])[CH2:10][N:9]=2)[CH:5]=[CH:6][CH:7]=1. The product is BrC=1C=C(C=CC1)C1=NCC(N(C2=C1C=C(C(=C2)OC)OC)CC)=O (5-(3-bromophenyl)-1-ethyl-7,8-dimethoxy-1,3-dihydro-2H-1,4-benzodiazepin-2-one). Reactants: BrC=1C=C(C=CC1)C1=NCC(NC2=C1C=C(C(=C2)OC)OC)=O (5-(3-bromophenyl)-7,8-dimethoxy-1,3-dihydro-2H-1,4-benzodiazepin-2-one), CI (MeI), C(C)I (ethyl iodide).